Dataset: the Open Reaction Database (ORD), a public repository of structured organic reaction records. Task: describe an organic reaction: reactants, conditions, products, and yield Starting materials: CCCO, O, CC(Sc1ccc(O)cc1)C(=O)O, Cc1ccc(S(=O)(=O)O)cc1. The product is CCCOC(=O)C(C)Sc1ccc(O)cc1. RXN SMILES: [CH2:14]([CH2:15][CH3:16])[OH:17].[OH2:29].[OH:1][c:2]1[cH:3][cH:4][c:5]([S:8][CH:9]([C:10](=[O:11])[OH:12])[CH3:13])[cH:6][cH:7]1.[c:18]1([CH3:19])[cH:20][cH:21][c:22]([S:23]([OH:24])(=[O:25])=[O:26])[cH:27][cH:28]1>>[OH:1][c:2]1[cH:3][cH:4][c:5]([S:8][CH:9]([C:10](=[O:11])[O:12][CH2:14][CH2:15][CH3:16])[CH3:13])[cH:6][cH:7]1. Reported procedure: This was prepared using the same procedure as for 4-(6-bromo-2-(4-(dimethylamino)phenyl)-3H-imidazo[4,5-b]pyridin-7-yl)-N-phenylpiperazine-1-carboxamide, but here using 5-bromo-3-nitro-4-(4-(1-(pyridin-4-yl)ethyl)piperazin-1-yl)pyridin-2-amine (30 mg, 0.074 mmol), DMF (0.15 mL), ethanol (0.85 mL), 1M Na2S2O4 (3 eq, 0.22 mmol, 0.22 mL) and 4-(2-(dimethylamino)ethoxy)benzaldehyde (1.1 eq, 0.088 mmol, 17 mg). After 6 h, concentration in vacuo and purification by preparative tlc (CH2Cl2-MeOH, 85:15)... Reaction conditions: time 6 hour. Reaction SMILES: BrC1C(N2CCN(C(NC3C=CC=CC=3)=O)CC2)=C2N=C(C3C=CC(N(C)C)=CC=3)NC2=NC=1.[Br:35][C:36]1[C:37]([N:46]2[CH2:51][CH2:50][N:49]([CH:52]([C:54]3[CH:59]=[CH:58][N:57]=[CH:56][CH:55]=3)[CH3:53])[CH2:48][CH2:47]2)=[C:38]([N+:43]([O-])=O)[C:39]([NH2:42])=[N:40][CH:41]=1.[O-]S(S([O-])=O)=O.[Na+].[Na+].[CH3:68][N:69]([CH3:81])[CH2:70][CH2:71][O:72][C:73]1[CH:80]=[CH:79][C:76]([CH:77]=O)=[CH:75][CH:74]=1>C(O)C.CN(C=O)C>[Br:35][C:36]1[C:37]([N:46]2[CH2:51][CH2:50][N:49]([CH:52]([C:54]3[CH:59]=[CH:58][N:57]=[CH:56][CH:55]=3)[CH3:53])[CH2:48][CH2:47]2)=[C:38]2[N:43]=[C:77]([C:76]3[CH:79]=[CH:80][C:73]([O:72][CH2:71][CH2:70][N:69]([CH3:68])[CH3:81])=[CH:74][CH:75]=3)[NH:42][C:39]2=[N:40][CH:41]=1 |f:2.3.4|. The yield is 22.1%. Product: BrC=1C(=C2C(=NC1)NC(=N2)C2=CC=C(OCCN(C)C)C=C2)N2CCN(CC2)C(C)C2=CC=NC=C2 (2-(4-(6-Bromo-7-(4-(1-(pyridin-4-yl)ethyl)piperazin-1-yl)-3H-imidazo[4,5-b]pyridin-2-yl)phenoxy)-N,N-dimethylethanamine). The reactants are BrC=1C(=C2C(=NC1)NC(=N2)C2=CC=C(C=C2)N(C)C)N2CCN(CC2)C(=O)NC2=CC=CC=C2 (4-(6-bromo-2-(4-(dimethylamino)phenyl)-3H-imidazo[4,5-b]pyridin-7-yl)-N-phenylpiperazine-1-carboxamide), CN(CCOC1=CC=C(C=O)C=C1)C (4-(2-(dimethylamino)ethoxy)benzaldehyde), BrC=1C(=C(C(=NC1)N)[N+](=O)[O-])N1CCN(CC1)C(C)C1=CC=NC=C1 (5-bromo-3-nitro-4-(4-(1-(pyridin-4-yl)ethyl)piperazin-1-yl)pyridin-2-amine), [O-]S(=O)S(=O)[O-].[Na+].[Na+] (Na2S2O4). The solvent is C(C)O (ethanol), CN(C)C=O (DMF). The reactants are ClC1=CC(=C(C=C1O)N1N=C(N(C1=O)C(F)F)C)F (1-(4-chloro-2-fluoro-5-hydroxyphenyl)-4-difluoromethyl-4,5-dihydro-3-methyl-1,2,4-triazol-5(1H)-one), C([O-])([O-])=O.[K+].[K+] (potassium carbonate), ClC1=NC=C(C=C1)[N+](=O)[O-] (2-chloro-5-nitropyridine). Run in CC(=O)C (acetone). Reaction conditions: time 1 hour. Yields the product ClC1=CC(=C(C=C1OC1=NC=C(C=C1)[N+](=O)[O-])N1N=C(N(C1=O)C(F)F)C)F (1-[4-chloro-2-fluoro-5-(5-nitropyridin-2-yloxy)phenyl]-4-difluoromethyl -4,5-dihydro-3-methyl-1,2,4-triazol-5(1H)-one). Yield: 99.1%. As a reaction SMILES: [Cl:1][C:2]1[C:7]([OH:8])=[CH:6][C:5]([N:9]2[C:13](=[O:14])[N:12]([CH:15]([F:17])[F:16])[C:11]([CH3:18])=[N:10]2)=[C:4]([F:19])[CH:3]=1.C(=O)([O-])[O-].[K+].[K+].Cl[C:27]1[CH:32]=[CH:31][C:30]([N+:33]([O-:35])=[O:34])=[CH:29][N:28]=1>CC(C)=O>[Cl:1][C:2]1[C:7]([O:8][C:27]2[CH:32]=[CH:31][C:30]([N+:33]([O-:35])=[O:34])=[CH:29][N:28]=2)=[CH:6][C:5]([N:9]2[C:13](=[O:14])[N:12]([CH:15]([F:16])[F:17])[C:11]([CH3:18])=[N:10]2)=[C:4]([F:19])[CH:3]=1 |f:1.2.3|. Procedure details: To a stirred mixture of 5.0 g (0.017 mole) of 1-(4-chloro-2-fluoro-5-hydroxyphenyl)-4-difluoromethyl-4,5-dihydro-3-methyl-1,2,4-triazol-5(1H)-one and 2.6 g (0.019 mole) of potassium carbonate in 25 mL of acetone was added 2.7 g (0.017 mole) of 2-chloro-5-nitropyridine. The mixture was stirred at room temperature for one hour, then was heated at reflux for two hours. The mixture was allowed to cool to room temperature and was stirred for approximately 18 hours. The reaction mixture was heated at ... Reactants: CC(C)(C)O, Cc1ccccc1, Cc1cccc(C2CC2)c1[O-], Cc1cccc(C2CC2)c1O, [Na+], O, Oc1cc(Cl)nnc1Cl. Product: Cc1cccc(C2CC2)c1Oc1nnc(Cl)cc1O. RXN SMILES: [C:13]([OH:14])([CH3:15])([CH3:16])[CH3:17].[CH3:38][c:39]1[cH:40][cH:41][cH:42][cH:43][cH:44]1.[CH:1]1([c:4]2[c:5]([O-:6])[c:7]([CH3:11])[cH:8][cH:9][cH:10]2)[CH2:2][CH2:3]1.[CH:27]1([c:28]2[cH:29][cH:30][cH:31][c:32]([CH3:33])[c:34]2[OH:35])[CH2:36][CH2:37]1.[Na+:12].[OH2:45].[OH:18][c:19]1[c:20]([Cl:26])[n:21][n:22][c:23]([Cl:25])[cH:24]1>>[CH:1]1([c:4]2[c:5]([O:6][c:20]3[c:19]([OH:18])[cH:24][c:23]([Cl:25])[n:22][n:21]3)[c:7]([CH3:11])[cH:8][cH:9][cH:10]2)[CH2:2][CH2:3]1. Reactants: Cl, [Na+], [OH-], CCOC(=O)C(O)Cc1ccc(OCc2ccccc2)cc1. Product: O=C(O)C(O)Cc1ccc(OCc2ccccc2)cc1. Reaction SMILES: [ClH:23].[Na+:25].[OH-:24].[OH:1][CH:2]([C:3](=[O:4])[O:5][CH2:6][CH3:7])[CH2:8][c:9]1[cH:10][cH:11][c:12]([O:15][CH2:16][c:17]2[cH:18][cH:19][cH:20][cH:21][cH:22]2)[cH:13][cH:14]1>>[OH:1][CH:2]([C:3](=[O:4])[OH:5])[CH2:8][c:9]1[cH:10][cH:11][c:12]([O:15][CH2:16][c:17]2[cH:18][cH:19][cH:20][cH:21][cH:22]2)[cH:13][cH:14]1. Procedure details: 1-[2-Hydroxy-4-(4-methoxyphenyl)-n-butyl]imidazole (2.0 g) is treated with thionyl chloride (10 ml) and the solution stirred for one hour at 60°. The solvent is evaporated under reduced pressure and the residue crystallized from ethyl acetate/ether, filtered, washed with ethyl acetate and dried in air to give 1-[2-chloro-4-(4-methoxyphenyl)-n-butyl]imidazole hydrochloride. Reactants: OC(CN1C=NC=C1)CCC1=CC=C(C=C1)OC (1-[2-Hydroxy-4-(4-methoxyphenyl)-n-butyl]imidazole), S(=O)(Cl)Cl (thionyl chloride). Reaction conditions: time 1 hour. Reaction SMILES: O[CH:2]([CH2:9][CH2:10][C:11]1[CH:16]=[CH:15][C:14]([O:17][CH3:18])=[CH:13][CH:12]=1)[CH2:3][N:4]1[CH:8]=[CH:7][N:6]=[CH:5]1.S(Cl)([Cl:21])=O>>[ClH:21].[Cl:21][CH:2]([CH2:9][CH2:10][C:11]1[CH:16]=[CH:15][C:14]([O:17][CH3:18])=[CH:13][CH:12]=1)[CH2:3][N:4]1[CH:8]=[CH:7][N:6]=[CH:5]1 |f:2.3|. Yields the product Cl.ClC(CN1C=NC=C1)CCC1=CC=C(C=C1)OC (1-[2-chloro-4-(4-methoxyphenyl)-n-butyl]imidazole hydrochloride). The reactants are C(CC(O)(C(=O)O)CC(=O)O)(=O)O (citric acid), CCN(C(C)C)C(C)C (DIPEA), FC(OC1=CC=C(N)C=C1)(F)F (4-(trifluoro methoxy)aniline), CN(C)C=O (DMF), C(C(=O)Cl)(=O)Cl (oxalyl chloride), ClC1=NC=C(C(=O)O)C=C1I (6-chloro-5-iodonicotinic acid). Solvent: CCCCCC (n-hexane), C(Cl)Cl (DCM), C(Cl)Cl (DCM). Conditions: time 2 hour. Product: ClC1=NC=C(C(=O)NC2=CC=C(C=C2)OC(F)(F)F)C=C1I (6-Chloro-5-iodo-N-(4-(trifluoromethoxy)phenyl)nicotinamide). Reaction SMILES: CN(C=O)C.C(Cl)(=O)C(Cl)=O.[Cl:12][C:13]1[C:21]([I:22])=[CH:20][C:16]([C:17]([OH:19])=O)=[CH:15][N:14]=1.CCN(C(C)C)C(C)C.[F:32][C:33]([F:43])([F:42])[O:34][C:35]1[CH:41]=[CH:40][C:38]([NH2:39])=[CH:37][CH:36]=1.C(O)(=O)CC(CC(O)=O)(C(O)=O)O>C(Cl)Cl.CCCCCC>[Cl:12][C:13]1[C:21]([I:22])=[CH:20][C:16]([C:17]([NH:39][C:38]2[CH:40]=[CH:41][C:35]([O:34][C:33]([F:32])([F:42])[F:43])=[CH:36][CH:37]=2)=[O:19])=[CH:15][N:14]=1. Procedure: DMF (0.014 mL, 0.176 mmol) and oxalyl chloride (2.316 mL, 26.5 mmol) were added to a solution of 6-chloro-5-iodonicotinic acid (5 g, 17.64 mmol) in DCM (80 mL) and the RM was stirred for 2 h at RT under a nitrogen atmosphere. The solvent was evaporated off under reduced pressure and the residue was dissolved in THF (60 mL). DIPEA (9.24 mL, 52.9 mmol) was added and the mixture was cooled down to 5° C., treated dropwise with a solution of 4-(trifluoro methoxy)aniline (2.62 mL, 19.40 mmol) in DCM (...